From a dataset of the Open Reaction Database (ORD), a public repository of structured organic reaction records. describe an organic reaction: reactants, conditions, products, and yield The yield is 43.0%. Reaction SMILES: [CH3:1][N:2]=[C:3]=[O:4].[NH2:5][CH2:6][C@@H:7]([CH3:35])[O:8][C:9]1[CH:18]=[CH:17][CH:16]=[C:15]2[C:10]=1[C:11]([NH:19][C:20]1[CH:25]=[CH:24][C:23]([O:26][CH2:27][C:28]3[CH:33]=[CH:32][CH:31]=[CH:30][N:29]=3)=[C:22]([Cl:34])[CH:21]=1)=[N:12][CH:13]=[N:14]2>>[Cl:34][C:22]1[CH:21]=[C:20]([NH:19][C:11]2[C:10]3[C:15](=[CH:16][CH:17]=[CH:18][C:9]=3[O:8][C@H:7]([CH3:35])[CH2:6][NH:5][C:3]([NH:2][CH3:1])=[O:4])[N:14]=[CH:13][N:12]=2)[CH:25]=[CH:24][C:23]=1[O:26][CH2:27][C:28]1[CH:33]=[CH:32][CH:31]=[CH:30][N:29]=1. Reactants: CN=C=O (methyl isocyanate), NC[C@H](OC1=C2C(=NC=NC2=CC=C1)NC1=CC(=C(C=C1)OCC1=NC=CC=C1)Cl)C (5-[(1R)-2-amino-1-methylethoxy]-N-[3-chloro-4-(pyridin-2-ylmethoxy)phenyl]quinazolin-4-amine). Procedure: The procedure described in Example 120 was repeated using methyl isocyanate and 5-[(1R)-2-amino-1-methylethoxy]-N-[3-chloro-4-(pyridin-2-ylmethoxy)phenyl]quinazolin-4-amine (obtained as described in Example 65, preparation of starting materials) to give the title compound as a solid in 43% yield; NMR spectrum (DMSO-d6 @ 373K) 1.40-1.45 (d, 3H), 2.50-2.55 (d, 3H), 3.38-3.48 (m, 1H), 3.50-3.60 (m, 1H), 4.83-4.92 (m, 1H), 5.28 (s, 2H), 5.55-5.65 (bs, 1H), 6.00-6.10 (bs, 1H), 7.19-7.24 (dd, 2H), 7.3... Product: ClC=1C=C(C=CC1OCC1=NC=CC=C1)NC1=NC=NC2=CC=CC(=C12)O[C@@H](CNC(=O)NC)C (N-{(2R)-2-[(4-{[3-Chloro-4-(pyridin-2-ylmethoxy)phenyl]amino}quinazolin-5-yl)oxy]propyl}-N′-methylurea). The reactants are CC=1C(=C(C2=CC=C(C=C2C1)OC)OC1=CC=C(C=C1)/C=C/C(=O)OCC)C1=CC=C(C=C1)OC (Ethyl (2E)-3-[4-({3-methyl-6-(methyloxy)-2-[4-(methyloxy)phenyl]-1-naphthalenyl}oxy)phenyl]-2-propenoate), [OH-].[Na+] (NaOH). The solvent is CCO (EtOH), C1CCOC1 (THF). The product is CC=1C(=C(C2=CC=C(C=C2C1)OC)OC1=CC=C(C=C1)/C=C/C(=O)O)C1=CC=C(C=C1)OC ((2E)-3-[4-({3-Methyl-6-(methyloxy)-2-[4-(methyloxy)phenyl]-1-naphthalenyl}oxy)phenyl]-2-propenoic acid). The yield is 85.5%. As a reaction SMILES: [CH3:1][C:2]1[C:3]([C:28]2[CH:33]=[CH:32][C:31]([O:34][CH3:35])=[CH:30][CH:29]=2)=[C:4]([O:14][C:15]2[CH:20]=[CH:19][C:18](/[CH:21]=[CH:22]/[C:23]([O:25]CC)=[O:24])=[CH:17][CH:16]=2)[C:5]2[C:10]([CH:11]=1)=[CH:9][C:8]([O:12][CH3:13])=[CH:7][CH:6]=2.[OH-].[Na+]>C1COCC1.CCO>[CH3:1][C:2]1[C:3]([C:28]2[CH:29]=[CH:30][C:31]([O:34][CH3:35])=[CH:32][CH:33]=2)=[C:4]([O:14][C:15]2[CH:16]=[CH:17][C:18](/[CH:21]=[CH:22]/[C:23]([OH:25])=[O:24])=[CH:19][CH:20]=2)[C:5]2[C:10]([CH:11]=1)=[CH:9][C:8]([O:12][CH3:13])=[CH:7][CH:6]=2 |f:1.2|. Procedure details: Using the procedure described in Example 1 (Step 10), ethyl ester (47) (0.33 g, 0.69 mmol) was saponified with 1 N NaOH in THF and EtOH to give 0.26 g (85%) of compound (48) as an off-white foam. 1H NMR (400 MHz, CDCl3): δ 2.25 (s, 3H), 3.77 (s, 3H), 3.92 (s, 3H), 6.22 (d, J=16.0 Hz, 1H), 6.61 (d, J=8.8 Hz, 2H), 6.79 (d, J=8.6 Hz, 2H), 7.00-7.07 (m, 3H), 7.12 (d, J=2.5 Hz, 1H), 7.28 (d, J=8.7 Hz, 2H), 7.56 (s, 1H), 7.63 (d, J=15.9 Hz, 1H), 7.68 (d, J=9.2 Hz, 1H). LCMS (APCI): m/z 441 (M+H)+.